The task is: describe an organic reaction: reactants, conditions, products, and yield. This data is from the Open Reaction Database (ORD), a public repository of structured organic reaction records. Solvent: C(C)(=O)O (acetic acid). The product is BrC(C(=O)O)C1=CSC=C1 (α-Bromo-(3-thienyl)acetic acid). The reactants are S1C=C(C=C1)C(C(=O)O)(O)C1=CC=CC=C1 ((thiophen-3-yl)mandelic acid), Br (HBr), CC(OCC)=O (EA), ice water, ( 75.% ). Reaction conditions: time 18 hour. Procedure: The (thiophen-3-yl)mandelic acid (8.60 g, 54.4 mmol) was dissolved in 100 ml of 30% HBr in acetic acid. The solution was stirred for 18 hours at RT. The clear black solution was poured onto 2.5 L of ice water and immediately extracted with Et2O (4×400 ml). The ether was dried over Na2SO4 and treated with decolorizing carbon. The Et2O was evaporated and the residue was azeotroped with toluene to remove residual acetic acid. The crude solid product was recrystalized from hexanes to yield 9.07 g. (... Reaction SMILES: [S:1]1[CH:5]=[CH:4][C:3]([C:6](C2C=CC=CC=2)(O)[C:7]([OH:9])=[O:8])=[CH:2]1.CC(=O)OCC.[BrH:23]>C(O)(=O)C>[Br:23][CH:6]([C:3]1[CH:4]=[CH:5][S:1][CH:2]=1)[C:7]([OH:9])=[O:8]. Reactants: OC1=C(C2=C(C(CO2)=O)C=C1)CN1CCOCC1 (6-hydroxy-7-(morpholinomethyl)benzofuran-3(2H)-one), CO (methanol), C1(=CC=CC=C1)P(C1=CC=CC=C1)C1=CC=CC=C1 (triphenylphosphine), solution, N(=NC(=O)OCC)C(=O)OCC (diethyl azodicarboxylate), C1(=CC=CC=C1)C (toluene). The solvent is C1CCOC1 (THF), C1CCOC1 (THF). Run at time 8 hour. Product: COC1=C(C2=C(C(CO2)=O)C=C1)CN1CCOCC1 (6-methoxy-7-(morpholinomethyl)benzofuran-3(2H)-one). Yield: 82.3%. As a reaction SMILES: [OH:1][C:2]1[CH:11]=[CH:10][C:5]2[C:6](=[O:9])[CH2:7][O:8][C:4]=2[C:3]=1[CH2:12][N:13]1[CH2:18][CH2:17][O:16][CH2:15][CH2:14]1.CO.[C:21]1(P(C2C=CC=CC=2)C2C=CC=CC=2)C=CC=CC=1.N(C(OCC)=O)=NC(OCC)=O.C1(C)C=CC=CC=1>C1COCC1>[CH3:21][O:1][C:2]1[CH:11]=[CH:10][C:5]2[C:6](=[O:9])[CH2:7][O:8][C:4]=2[C:3]=1[CH2:12][N:13]1[CH2:18][CH2:17][O:16][CH2:15][CH2:14]1. Procedure details: A solution of 6-hydroxy-7-(morpholinomethyl)benzofuran-3(2H)-one (0.586 g, 2.35 mmol), methanol (0.0904 g, 2.82 mmol) and triphenylphosphine (0.923 g, 3.52 mmol) in THF (12 mL) was added with a solution of a 40% solution of diethyl azodicarboxylate in toluene (1.84 g, 4.23 mmol) in THF (6 mL), and the mixture was stirred overnight at room temperature. The reaction mixture was concentrated, and the resulting residue was purified by silica gel column chromatography (chloroform/methanol) to obtain ... Reactants: BrC=1C=C2C(=C(C(=NC2=CC1)Cl)CC1=CC=C(C=C1)Cl)Cl (6-bromo-2,4-dichloro-3-(4-chlorobenzyl)quinoline), CS(=O)(=O)C1=CC=C(CC(C(=O)O)C(=O)O)C=C1 (2-(4-methylsulfonylbenzyl)malonic acid), CS(=O)(=O)C1=CC=C(CC(C(=O)O)C(=O)O)C=C1 (2-(4-methylsulfonylbenzyl)malonic acid), BrC=1C=C2C(=C(C(=NC2=CC1)Cl)CC1=CC=C(C=C1)Cl)Cl (6-bromo-2,4-dichloro-3-(4-chlorobenzyl)quinoline), BrC=1C=C2C(=C(C(=NC2=CC1)Cl)CC1=CC=C(C=C1)Cl)Cl (6-bromo-2,4-dichloro-3-(4-chlorobenzyl)quinoline). Product: BrC=1C=C2C(=C(C(=NC2=CC1)Cl)CC1=CC=C(C=C1)S(=O)(=O)C)Cl (6-Bromo-2,4-dichloro-3-(4-(methylsulfonyl)benzyl)quinoline). RXN SMILES: [Br:1][C:2]1[CH:3]=[C:4]2[C:9](=[CH:10][CH:11]=1)[N:8]=[C:7]([Cl:12])[C:6]([CH2:13][C:14]1[CH:19]=[CH:18][C:17](Cl)=[CH:16][CH:15]=1)=[C:5]2[Cl:21].[CH3:22][S:23](C1C=CC(CC(C(O)=O)C(O)=O)=CC=1)(=[O:25])=[O:24]>>[Br:1][C:2]1[CH:3]=[C:4]2[C:9](=[CH:10][CH:11]=1)[N:8]=[C:7]([Cl:12])[C:6]([CH2:13][C:14]1[CH:19]=[CH:18][C:17]([S:23]([CH3:22])(=[O:25])=[O:24])=[CH:16][CH:15]=1)=[C:5]2[Cl:21]. Procedure details: The title compound was prepared by substituting 2-(4-chlorobenzyl)malonic acid (Intermediate 3: step b) with 2-(4-methylsulfonylbenzyl)malonic acid (Intermediate 8: step b) then following the procedure described for the preparation of 6-bromo-2,4-dichloro-3-(4-chlorobenzyl)quinoline (Intermediate 3: step c).